Dataset: the Open Reaction Database (ORD), a public repository of structured organic reaction records. Task: describe an organic reaction: reactants, conditions, products, and yield Reactants: O=C([O-])[O-], CN(C)C=O, ClCCBr, [K+], [K+], O=[Se]1CNc2ccccc21. The product is O=[Se]1CN(CCCl)c2ccccc21. As a reaction SMILES: [C:1](=[O:2])([O-:3])[O-:4].[CH3:21][N:22]([CH3:23])[CH:24]=[O:25].[Cl:7][CH2:8][CH2:9][Br:10].[K+:5].[K+:6].[Se:11]1(=[O:20])[CH2:12][NH:13][c:14]2[c:15]1[cH:16][cH:17][cH:18][cH:19]2>>[Cl:7][CH2:8][CH2:9][N:13]1[CH2:12][Se:11](=[O:20])[c:15]2[c:14]1[cH:19][cH:18][cH:17][cH:16]2. The reactants are Intermediate 32, BrC=1C(=NN(C1)CC)C1=CC=C(C=C1)NC(N(C)C)=O (N′-[4-(4-bromo-1-ethyl-1H-pyrazol-3-yl)phenyl]-N,N-dimethylurea), BrC1=C2C(=NC=C1)N(C(=C2)C=2C=NC(=CC2)N2CCOCC2)S(=O)(=O)C2=CC=CC=C2 (4-bromo-2-[6-(4-morpholinyl)-3-pyridinyl]-1-(phenylsulfonyl)-1H-pyrrolo[2,3-b]pyridine), Intermediate 100. Procedure: Following the procedure described for Intermediate 32 with 4-bromo-2-[6-(4-morpholinyl)-3-pyridinyl]-1-(phenylsulfonyl)-1H-pyrrolo[2,3-b]pyridine. Using this product crude and following the procedure described in Intermediate 100 using N′-[4-(4-bromo-1-ethyl-1H-pyrazol-3-yl)phenyl]-N,N-dimethylurea provided the title product. ESMS [M+H]+: 677.4 RXN SMILES: Br[C:2]1[CH:7]=[CH:6][N:5]=[C:4]2[N:8]([S:23]([C:26]3[CH:31]=[CH:30][CH:29]=[CH:28][CH:27]=3)(=[O:25])=[O:24])[C:9]([C:11]3[CH:12]=[N:13][C:14]([N:17]4[CH2:22][CH2:21][O:20][CH2:19][CH2:18]4)=[CH:15][CH:16]=3)=[CH:10][C:3]=12.Br[C:33]1[C:34]([C:40]2[CH:45]=[CH:44][C:43]([NH:46][C:47](=[O:51])[N:48]([CH3:50])[CH3:49])=[CH:42][CH:41]=2)=[N:35][N:36]([CH2:38][CH3:39])[CH:37]=1>>[CH2:38]([N:36]1[CH:37]=[C:33]([C:2]2[CH:7]=[CH:6][N:5]=[C:4]3[N:8]([S:23]([C:26]4[CH:27]=[CH:28][CH:29]=[CH:30][CH:31]=4)(=[O:24])=[O:25])[C:9]([C:11]4[CH:12]=[N:13][C:14]([N:17]5[CH2:22][CH2:21][O:20][CH2:19][CH2:18]5)=[CH:15][CH:16]=4)=[CH:10][C:3]=23)[C:34]([C:40]2[CH:45]=[CH:44][C:43]([NH:46][C:47](=[O:51])[N:48]([CH3:50])[CH3:49])=[CH:42][CH:41]=2)=[N:35]1)[CH3:39]. The product is C(C)N1N=C(C(=C1)C1=C2C(=NC=C1)N(C(=C2)C=2C=NC(=CC2)N2CCOCC2)S(=O)(=O)C2=CC=CC=C2)C2=CC=C(C=C2)NC(N(C)C)=O (N′-(4-{1-ethyl-4-[2-[6-(4-morpholinyl)-3-pyridinyl]-1-(phenylsulfonyl)-1H-pyrrolo[2,3-b]pyridin-4-yl]-1H-pyrazol-3-yl}phenyl)-N,N-dimethylurea). Starting materials: Cl.Cl.N1(CCCCC1)CCCOC(=O)C1=CC=2C(C3=CC(=CC=C3C2C=C1)C(=O)OCCCN1CCCCC1)=O (bis(3-piperidinopropyl)-9-oxofluorene-2,7-dicarboxylate dihydrochloride). RXN SMILES: [ClH:1].Cl.[N:3]1([CH2:9][CH2:10][CH2:11][O:12][C:13]([C:15]2[CH:27]=[CH:26][C:25]3[C:24]4[C:19](=[CH:20][C:21]([C:28]([O:30][CH2:31][CH2:32][CH2:33][N:34]5[CH2:39][CH2:38][CH2:37][CH2:36][CH2:35]5)=[O:29])=[CH:22][CH:23]=4)[C:18](=O)[C:17]=3[CH:16]=2)=[O:14])[CH2:8][CH2:7][CH2:6][CH2:5][CH2:4]1>O.[Pd]>[ClH:1].[ClH:1].[N:3]1([CH2:9][CH2:10][CH2:11][O:12][C:13]([C:15]2[CH:27]=[CH:26][C:25]3[C:24]4[C:19](=[CH:20][C:21]([C:28]([O:30][CH2:31][CH2:32][CH2:33][N:34]5[CH2:35][CH2:36][CH2:37][CH2:38][CH2:39]5)=[O:29])=[CH:22][CH:23]=4)[CH2:18][C:17]=3[CH:16]=2)=[O:14])[CH2:8][CH2:7][CH2:6][CH2:5][CH2:4]1 |f:0.1.2,5.6.7|. Reported procedure: A solution of 20.0 g (0.04 mole) of bis(3-piperidinopropyl)-9-oxofluorene-2,7-dicarboxylate dihydrochloride in water to make a total volume of 240 ml is hydrogenated over 8.0 g of 10% palladium on charcoal for 2 days at 53° C. on a Parr hydrogenation apparatus. The mixture is decanted from the catalyst, filtered through filter aid, treated with charcoal and refiltered. The solution is made basic to phenolphthalein with 20% sodium hydroxide and is extracted three times with CHCl3. The combined ex... The reagents and catalysts are [Pd] (palladium on charcoal). The solvent is O (water). Yields the product Cl.Cl.N1(CCCCC1)CCCOC(=O)C1=CC=2CC3=CC(=CC=C3C2C=C1)C(=O)OCCCN1CCCCC1 (bis(3-piperidinopropyl)fluorene-2,7-dicarboxylate dihydrochloride).